Dataset: the Open Reaction Database (ORD), a public repository of structured organic reaction records. Task: describe an organic reaction: reactants, conditions, products, and yield The reactants are C([O-])([O-])=O.[Na+].[Na+] (sodium carbonate), NC1=NC(=CC(=N1)C1=CC=C(C=C1)C[C@@H](C(=O)O)NC(=O)OC(C)(C)C)O[C@H](C(F)(F)F)C1=CC=C(C=C1)Br ((S)-3-(4-{2-amino-6-[(S)-1-(4-bromo-phenyl)-2,2,2-trifluoro-ethoxy]-pyrimidin-4-yl}-phenyl)-2-tert-butoxycarbonylamino-propionic acid), COC=1C=NC=C(C1)B1OC(C(O1)(C)C)(C)C (3-methoxy-5-(4,4,5,5-tetramethyl-[1,3,2]-dioxaborolan-2-yl)-pyridine), C(C)#N (acetonitrile). Reagents/catalysts: Cl[Pd]([P](C1=CC=CC=C1)(C2=CC=CC=C2)C3=CC=CC=C3)([P](C4=CC=CC=C4)(C5=CC=CC=C5)C6=CC=CC=C6)Cl (dichlorobis-(triphenylphosphine)-palladium(II)). Run in O (water). Reaction conditions: temperature 150 celsius. Yields the product NC1=NC(=CC(=N1)C1=CC=C(C=C1)C[C@@H](C(=O)O)NC(=O)OC(C)(C)C)O[C@H](C(F)(F)F)C1=CC=C(C=C1)C=1C=NC=C(C1)OC ((S)-3-[4-(2-amino-6-{(S)-2,2,2-trifluoro-1-[4-(5-methoxy-pyridin-3-yl)-phenyl]-ethoxy}-pyrimidin-4-yl)-phenyl]-2-tert butoxycarbonylamino-propionic acid). Yield: 40.8%. RXN SMILES: [NH2:1][C:2]1[N:7]=[C:6]([C:8]2[CH:13]=[CH:12][C:11]([CH2:14][C@H:15]([NH:19][C:20]([O:22][C:23]([CH3:26])([CH3:25])[CH3:24])=[O:21])[C:16]([OH:18])=[O:17])=[CH:10][CH:9]=2)[CH:5]=[C:4]([O:27][C@@H:28]([C:33]2[CH:38]=[CH:37][C:36](Br)=[CH:35][CH:34]=2)[C:29]([F:32])([F:31])[F:30])[N:3]=1.[CH3:40][O:41][C:42]1[CH:43]=[N:44][CH:45]=[C:46](B2OC(C)(C)C(C)(C)O2)[CH:47]=1.C(#N)C.C(=O)([O-])[O-].[Na+].[Na+]>Cl[Pd](Cl)([P](C1C=CC=CC=1)(C1C=CC=CC=1)C1C=CC=CC=1)[P](C1C=CC=CC=1)(C1C=CC=CC=1)C1C=CC=CC=1.O>[NH2:1][C:2]1[N:7]=[C:6]([C:8]2[CH:13]=[CH:12][C:11]([CH2:14][C@H:15]([NH:19][C:20]([O:22][C:23]([CH3:26])([CH3:25])[CH3:24])=[O:21])[C:16]([OH:18])=[O:17])=[CH:10][CH:9]=2)[CH:5]=[C:4]([O:27][C@@H:28]([C:33]2[CH:38]=[CH:37][C:36]([C:46]3[CH:45]=[N:44][CH:43]=[C:42]([O:41][CH3:40])[CH:47]=3)=[CH:35][CH:34]=2)[C:29]([F:32])([F:31])[F:30])[N:3]=1 |f:3.4.5,^1:68,87|. Procedure: A microwave vial (2 ml) was charged with (S)-3-(4-{2-amino-6-[(S)-1-(4-bromo-phenyl)-2,2,2-trifluoro-ethoxy]-pyrimidin-4-yl}-phenyl)-2-tert-butoxycarbonylamino-propionic acid (139 mg, 0.23 mmol), 3-methoxy-5-(4,4,5,5-tetramethyl-[1,3,2]-dioxaborolan-2-yl)-pyridine (69 mg, 0.27 mmol), 1 ml of acetonitrile, and 0.7 ml of water. To this mixture was added 0.4 ml of aqueous sodium carbonate (1M), followed by 14 mg of dichlorobis-(triphenylphosphine)-palladium(II). The reaction vessel was sealed and h...